This data is from the Open Reaction Database (ORD), a public repository of structured organic reaction records. The task is: describe an organic reaction: reactants, conditions, products, and yield Reactants: ClC1=C(C(=O)O)C=C(C=C1)Cl (2,5-Dichlorobenzoic acid), C1=C(C=CC=C1O)C (m-cresol), [Na] (Sodium). The reagents and catalysts are [Cu] (copper). Run in CO (methanol). Yields the product ClC=1C=C(C(=O)O)C(=CC1)OC1=CC(=CC=C1)C (3-Chloro-6-(3'-methylphenoxy)benzoic Acid). Isolated yield 32.7%. RXN SMILES: [Na].Cl[C:3]1[CH:11]=[CH:10][C:9]([Cl:12])=[CH:8][C:4]=1[C:5]([OH:7])=[O:6].[CH:13]1[C:18]([OH:19])=[CH:17][CH:16]=[CH:15][C:14]=1[CH3:20]>CO.[Cu]>[Cl:12][C:9]1[CH:8]=[C:4]([C:3]([O:19][C:18]2[CH:17]=[CH:16][CH:15]=[C:14]([CH3:20])[CH:13]=2)=[CH:11][CH:10]=1)[C:5]([OH:7])=[O:6] |^1:0|. Reported procedure: Sodium (2.41 g) was dissolved in methanol and the solution placed under dry oxygen-free nitrogen. 2,5-Dichlorobenzoic acid (10 g), m-cresol (30 g) and activated copper powder (0.5 g) were added and the methanol removed by distillation. The temperature was increased to 180° with vigorous stirring and this temperature was maintained for 3 hours. The solution was cooled and steam distilled to remove the excess phenol. The resulting solution was filtered, cooled to room temperature and acidified wit... The reactants are CC(=O)O, O=Cc1ccc(C(=O)O)s1, ClCCl, CC(Cl)Cl, Cc1cc2c(cc1C(F)(F)F)NCCCC2N(Cc1cc(C(F)(F)F)cc(C(F)(F)F)c1)c1nnn(C)n1. The product is Cc1cc2c(cc1C(F)(F)F)N(Cc1ccc(C(=O)O)s1)CCCC2N(Cc1cc(C(F)(F)F)cc(C(F)(F)F)c1)c1nnn(C)n1. RXN SMILES: [CH3:49][C:50](=[O:51])[OH:52].[CH:39](=[O:40])[c:41]1[cH:42][cH:43][c:44]([C:46](=[O:47])[OH:48])[s:45]1.[Cl:53][CH2:54][Cl:55].[Cl:56][CH:57]([Cl:58])[CH3:59].[F:1][C:2]([c:3]1[cH:4][c:5]([CH2:6][N:7]([CH:8]2[c:9]3[c:10]([cH:15][c:16]([C:20]([F:21])([F:22])[F:23])[c:17]([CH3:19])[cH:18]3)[NH:11][CH2:12][CH2:13][CH2:14]2)[c:24]2[n:25][n:26][n:27]([CH3:29])[n:28]2)[cH:30][c:31]([C:33]([F:34])([F:35])[F:36])[cH:32]1)([F:37])[F:38]>>[F:1][C:2]([c:3]1[cH:4][c:5]([CH2:6][N:7]([CH:8]2[c:9]3[c:10]([cH:15][c:16]([C:20]([F:21])([F:22])[F:23])[c:17]([CH3:19])[cH:18]3)[N:11]([CH2:39][c:41]3[cH:42][cH:43][c:44]([C:46](=[O:47])[OH:48])[s:45]3)[CH2:12][CH2:13][CH2:14]2)[c:24]2[n:25][n:26][n:27]([CH3:29])[n:28]2)[cH:30][c:31]([C:33]([F:34])([F:35])[F:36])[cH:32]1)([F:37])[F:38]. Reactants: C(C)(C)OC1=CC=C(C=C1)CO ((4-isopropoxyphenyl)methanol), [H-].[Na+] (sodium hydride), CS(=O)(=O)OCCOC1=CC=C(C=C1)CCN1C(O[C@@H](C1)C1=CC2=C(OC(OC2)(C)C)C=C1)=O (2-(4-{2-[(5R)-5-(2,2-dimethyl-4H-1,3-benzodioxin-6-yl)-2-oxo-1,3-oxazolidin-3-yl]ethyl}phenoxy)ethyl methanesulfonate). The solvent is CCOC(=O)C (EtOAc), CN(C)C=O (DMF). Run at time 0.5 hour. Product: CC1(OCC2=C(O1)C=CC(=C2)[C@@H]2CN(C(O2)=O)CCC2=CC=C(C=C2)OCCOCC2=CC=C(C=C2)OC(C)C)C ((5R)-5-(2,2-Dimethyl-4H-1,3-benzodioxin-6-yl)-3-[2-(4-{2-[(4-isopropoxybenzyl)oxy]ethoxy}phenyl)ethyl]-1,3-oxazolidin-2-one). Yield: 49.6%. RXN SMILES: [CH:1]([O:4][C:5]1[CH:10]=[CH:9][C:8]([CH2:11]O)=[CH:7][CH:6]=1)([CH3:3])[CH3:2].[H-].[Na+].CS([O:19][CH2:20][CH2:21][O:22][C:23]1[CH:28]=[CH:27][C:26]([CH2:29][CH2:30][N:31]2[CH2:35][C@@H:34]([C:36]3[CH:47]=[CH:46][C:39]4[O:40][C:41]([CH3:45])([CH3:44])[O:42][CH2:43][C:38]=4[CH:37]=3)[O:33][C:32]2=[O:48])=[CH:25][CH:24]=1)(=O)=O>CN(C=O)C.CCOC(C)=O>[CH3:44][C:41]1([CH3:45])[O:40][C:39]2[CH:46]=[CH:47][C:36]([C@H:34]3[O:33][C:32](=[O:48])[N:31]([CH2:30][CH2:29][C:26]4[CH:27]=[CH:28][C:23]([O:22][CH2:21][CH2:20][O:19][CH2:11][C:8]5[CH:9]=[CH:10][C:5]([O:4][CH:1]([CH3:3])[CH3:2])=[CH:6][CH:7]=5)=[CH:24][CH:25]=4)[CH2:35]3)=[CH:37][C:38]=2[CH2:43][O:42]1 |f:1.2|. Reported procedure: A solution of (4-isopropoxyphenyl)methanol (93 mg) in DMF (2 ml) was treated with sodium hydride (27 mg) under nitrogen and stirred for 0.5 h. To this was added the 2-(4-{2-[(5R)-5-(2,2-dimethyl-4H-1,3-benzodioxin-6-yl)-2-oxo-1,3-oxazolidin-3-yl]ethyl}phenoxy)ethyl methanesulfonate (357 mg) {Example 15 i)} and the resulting solution was stirred for 18 h under nitrogen. The solution was then diluted in EtOAc, washed with water, dried (MgSO4) and concentrated in vacuo. The residue was purified by ...